Dataset: the Open Reaction Database (ORD), a public repository of structured organic reaction records. Task: describe an organic reaction: reactants, conditions, products, and yield Reactants: CCCCN1C(=O)N(CC2CCCCC2)CCC12CCN(Cc1ccccc1)CC2, CCO, [H][H], [OH-], [OH-], [Pd+2]. The product is CCCCN1C(=O)N(CC2CCCCC2)CCC12CCNCC2. As a reaction SMILES: [CH2:1]([c:2]1[cH:3][cH:4][cH:5][cH:6][cH:7]1)[N:8]1[CH2:9][CH2:10][C:11]2([CH2:12][CH2:13][N:14]([CH2:22][CH:23]3[CH2:24][CH2:25][CH2:26][CH2:27][CH2:28]3)[C:15](=[O:21])[N:16]2[CH2:17][CH2:18][CH2:19][CH3:20])[CH2:29][CH2:30]1.[CH3:33][CH2:34][OH:35].[H:31][H:32].[OH-:36].[OH-:38].[Pd+2:37]>>[NH:8]1[CH2:9][CH2:10][C:11]2([CH2:12][CH2:13][N:14]([CH2:22][CH:23]3[CH2:24][CH2:25][CH2:26][CH2:27][CH2:28]3)[C:15](=[O:21])[N:16]2[CH2:17][CH2:18][CH2:19][CH3:20])[CH2:29][CH2:30]1. Reactants: resultant mixture, B.C1CCOC1 (BH3THF), CC(C)=CC (2-methyl-2-butene), [Cl-] (chloride), 2R-carboethoxy-5-oxotetrahydrofuran, CCOC(=O)C (EtOAc). The solvent is C1CCOC1 (THF). Reaction conditions: temperature 0 celsius, time 75 minute. Yields the product C(C)(C(C)C)BC(C)C(C)C (disiamylborane). RXN SMILES: [BH3:1].[CH2:2]1[CH2:6]O[CH2:4][CH2:3]1.[CH3:7][C:8](=[CH:10][CH3:11])[CH3:9].[Cl-].[CH3:13]COC(C)=O>C1COCC1>[CH:3]([BH:1][CH:10]([CH:8]([CH3:9])[CH3:7])[CH3:11])([CH:2]([CH3:6])[CH3:13])[CH3:4] |f:0.1|. Procedure: A solution of disiamylborane was prepared by mixing 35 mL of BH3THF (1 M in THF) and 35 mL of 2-methyl-2-butene (2 M in THF) at 0° C. followed by stirring at 0° C. for 75 minutes. To this solution was introduced 2R-carboethoxy-5-oxotetrahydrofuran dissolved in THF (6 mL). The resultant mixture was allowed to warm slowly to room temperature over a period of 2.5 hours and then was stirred for another 15 hours. Saturatedammonium chloride solution was added, followed by dilution with EtOAc. The abov...